The task is: describe an organic reaction: reactants, conditions, products, and yield. This data is from the Open Reaction Database (ORD), a public repository of structured organic reaction records. The reactants are BrC1=CC=C(C=C1)C1=NN2C(C(=N1)N1N=CN=C1)=C(N=C2C)C (2-(4-Bromophenyl)-5,7-dimethyl-4-(1H-1,2,4-triazol-1-yl)imidazo[5,1-f][1,2,4]triazine), COC=1C=C(N)C=C(C1OC)OC (3,4,5-trimethoxyaniline), C([O-])([O-])=O.[K+].[K+] (potassium carbonate). The solvent is CN(C)C=O (DMF). Reaction conditions: temperature 90 celsius, time 8 hour. The product is BrC1=CC=C(C=C1)C1=NN2C(C(=N1)NC1=CC(=C(C(=C1)OC)OC)OC)=C(N=C2C)C (N-[2-(4-Bromophenyl)-5,7-dimethylimidazo[5,1-f][1,2,4]triazin-4-yl]-N-(3,4,5-tri-methoxyphenyl)amine). As a reaction SMILES: [Br:1][C:2]1[CH:7]=[CH:6][C:5]([C:8]2[N:13]=[C:12]([N:14]3[CH:18]=NC=N3)[C:11]3=[C:19]([CH3:23])[N:20]=[C:21]([CH3:22])[N:10]3[N:9]=2)=[CH:4][CH:3]=1.[CH3:24][O:25][C:26]1[CH:27]=C([CH:30]=[C:31]([O:35][CH3:36])[C:32]=1[O:33][CH3:34])N.C(=O)([O-])[O-].[K+].[K+]>CN(C=O)C>[Br:1][C:2]1[CH:7]=[CH:6][C:5]([C:8]2[N:13]=[C:12]([NH:14][C:18]3[CH:27]=[C:26]([O:25][CH3:24])[C:32]([O:33][CH3:34])=[C:31]([O:35][CH3:36])[CH:30]=3)[C:11]3=[C:19]([CH3:23])[N:20]=[C:21]([CH3:22])[N:10]3[N:9]=2)=[CH:4][CH:3]=1 |f:2.3.4|. Reported procedure: A solution of 4.0 g (10.80 mmol) of 2-(4-bromophenyl)-5,7-dimethyl-4-(1H-1,2,4-triazol-1-yl)imidazo[5,1-f][1,2,4]triazine from example 13A in DMF is treated with 2.97 g (16.21 mmol) of 3,4,5-trimethoxyaniline and 2.24 g (16.21 mmol) of potassium carbonate. The reaction mixture is stirred overnight at 90° C. After cooling, the solvent is removed on a rotary evaporator, the residue is treated twice more with toluene and the toluene is stripped off again. The crude product is extracted by stirring ... The reactants are FC(C(=O)O)(F)F (Trifluoroacetic acid), CC1=C(OC=2C3=C(N=C(N2)Cl)N=NN3)C(=CC(=C1)C1=CC=NC=C1)C (7-(2,6-dimethyl-4-(pyridin-4-yl)phenoxy)-5-chloro-1H-[1,2,3]triazolo[4,5-d]pyrimidine), NC1=CC=C(C#N)C=C1 (4-aminobenzonitrile), FC(CO)(F)F (2,2,2-trifluoroethanol). Run at temperature 90 celsius. Product: CC1=C(OC2=C3C(=NC(=N2)NC2=CC=C(C#N)C=C2)NN=C3)C(=CC(=C1)C1=CC=NC=C1)C (4-(4-(2,6-dimethyl-4-(pyridin-4-yl)phenoxy)-1H-pyrazolo[3,4-d]pyrimidin-6-ylamino)benzonitrile). Reaction SMILES: F[C:2](F)(F)C(O)=O.[CH3:8][C:9]1[CH:25]=[C:24]([C:26]2[CH:31]=[CH:30][N:29]=[CH:28][CH:27]=2)[CH:23]=[C:22]([CH3:32])[C:10]=1[O:11][C:12]1[C:13]2N[N:20]=[N:19][C:14]=2[N:15]=[C:16](Cl)[N:17]=1.[NH2:33][C:34]1[CH:41]=[CH:40][C:37]([C:38]#[N:39])=[CH:36][CH:35]=1.FC(F)(F)CO>>[CH3:8][C:9]1[CH:25]=[C:24]([C:26]2[CH:27]=[CH:28][N:29]=[CH:30][CH:31]=2)[CH:23]=[C:22]([CH3:32])[C:10]=1[O:11][C:12]1[N:17]=[C:16]([NH:33][C:34]2[CH:41]=[CH:40][C:37]([C:38]#[N:39])=[CH:36][CH:35]=2)[N:15]=[C:14]2[NH:19][N:20]=[CH:2][C:13]=12. Procedure details: Trifluoroacetic acid (8 eq) is added to a suspension of 7-(2,6-dimethyl-4-(pyridin-4-yl)phenoxy)-5-chloro-1H-[1,2,3]triazolo[4,5-d]pyrimidine (1 eq) and 4-aminobenzonitrile (4 eq) in 2,2,2-trifluoroethanol (1 ml/0.1 mmol) in a sealed tube. The resulting mixture is heated at 90° C. for 3 days. The reaction is cooled to room temperature, concentrated to dryness and purified by silica gel chromatography. The reactants are NC=1C=CC(=C(C1)C1=NC(C2=NN=NC2=N1)=O)OCCC (2-(5-amino-2-propoxyphenyl)-8-azapurin-6-one), NC(=O)N (urea), Cl (hydrochloric acid). The solvent is O (water). Run at temperature 175 celsius. The product is C(CC)OC1=C(C=C(C=C1)NC(=O)N)C1=NC(C2=NN=NC2=N1)=O (2-(2-propoxy-5-ureidophenyl)-8-azapurin-6-one). Yield: 30.4%. As a reaction SMILES: [NH2:1][C:2]1[CH:3]=[CH:4][C:5]([O:18][CH2:19][CH2:20][CH3:21])=[C:6]([C:8]2[N:16]=[C:15]3[C:11](=[N:12][N:13]=[N:14]3)[C:10](=[O:17])[N:9]=2)[CH:7]=1.[NH2:22][C:23](N)=[O:24].Cl>O>[CH2:19]([O:18][C:5]1[CH:4]=[CH:3][C:2]([NH:1][C:23]([NH2:22])=[O:24])=[CH:7][C:6]=1[C:8]1[N:16]=[C:15]2[C:11](=[N:12][N:13]=[N:14]2)[C:10](=[O:17])[N:9]=1)[CH2:20][CH3:21]. Procedure: An intimate mixture of 2-(5-amino-2-propoxyphenyl)-8-azapurin-6-one (2 g) and urea (6 g) was heated at 175° C. for one hour. The mixture was then dissolved in water (50 ml) and the solution was acidified by treatment with concentrated hydrochloric acid. The resulting suspension was heated to boiling point and filtered. The solid was dissolved in dilute aqueous ammonia solution (2 N) and this hot solution was acidified by treatment with concentrated hydrochloric acid. The cooled suspension was fi... The reactants are CCOC(=O)CC1OB(O)c2cc(Oc3nncs3)cc(C)c21, C1CCOC1, Cl, [Li+], [OH-], O, O. Yields the product Cc1cc(Oc2nncs2)cc2c1C(CC(=O)O)OB2O. Reaction SMILES: [CH2:1]([CH3:2])[O:3][C:4]([CH2:5][CH:6]1[c:7]2[c:8]([cH:12][c:13]([O:17][c:18]3[s:19][cH:20][n:21][n:22]3)[cH:14][c:15]2[CH3:16])[B:9]([OH:11])[O:10]1)=[O:23].[CH2:27]1[O:28][CH2:29][CH2:30][CH2:31]1.[ClH:26].[Li+:25].[OH-:24].[OH2:32].[OH2:33]>>[O:3]=[C:4]([CH2:5][CH:6]1[c:7]2[c:8]([cH:12][c:13]([O:17][c:18]3[s:19][cH:20][n:21][n:22]3)[cH:14][c:15]2[CH3:16])[B:9]([OH:11])[O:10]1)[OH:23]. Starting materials: COC(=O)C#CC(=O)OC, CO, Nc1coc2ccc(Cl)cc2c1=O. Product: COC(=O)C=C(Nc1coc2ccc(Cl)cc2c1=O)C(=O)OC. Reaction SMILES: [C:14](#[C:15][C:16](=[O:17])[O:18][CH3:19])[C:20](=[O:21])[O:22][CH3:23].[CH3:24][OH:25].[NH2:1][c:2]1[cH:3][o:4][c:5]2[cH:6][cH:7][c:8]([Cl:13])[cH:9][c:10]2[c:11]1=[O:12]>>[NH:1]([c:2]1[cH:3][o:4][c:5]2[cH:6][cH:7][c:8]([Cl:13])[cH:9][c:10]2[c:11]1=[O:12])[C:15](=[CH:14][C:20](=[O:21])[O:22][CH3:23])[C:16](=[O:17])[O:18][CH3:19]. Starting materials: Cl.C(C1=CN=CC=C1)(=O)Cl (nicotinoyl chloride hydrochloride), CC(CO)(CCCCCCCCC(CO)(C)C)C (2,2,11,11-tetramethyl-1,12-dodecanediol). The solvent is N1=CC=CC=C1 (pyridine). Product: C(C1=CN=CC=C1)(=O)OCC(CCCCCCCCC(COC(C1=CN=CC=C1)=O)(C)C)(C)C (2,2,11,11-Tetramethyl-1,12-dodecanediol dinicotinate). The yield is 50.5%. Reaction SMILES: Cl.[C:2](Cl)(=[O:9])[C:3]1[CH:8]=[CH:7][CH:6]=[N:5][CH:4]=1.[CH3:11][C:12]([CH3:28])([CH2:15][CH2:16][CH2:17][CH2:18][CH2:19][CH2:20][CH2:21][CH2:22][C:23]([CH3:27])([CH3:26])[CH2:24][OH:25])[CH2:13][OH:14]>N1C=CC=CC=1>[C:2]([O:25][CH2:24][C:23]([CH3:27])([CH3:26])[CH2:22][CH2:21][CH2:20][CH2:19][CH2:18][CH2:17][CH2:16][CH2:15][C:12]([CH3:28])([CH3:11])[CH2:13][O:14][C:2](=[O:9])[C:3]1[CH:8]=[CH:7][CH:6]=[N:5][CH:4]=1)(=[O:9])[C:3]1[CH:8]=[CH:7][CH:6]=[N:5][CH:4]=1 |f:0.1|. Procedure details: 53.10 Grams (0.3 mole) of nicotinoyl chloride hydrochloride in 150 ml of anhydrous pyridine were reacted with 12.90 grams (0.05 mole) of 2,2,11,11-tetramethyl-1,12-dodecanediol according to the procedure of the above example. 11.8 Grams of the title product, recrystallized from an 80/20 (v/v) mixture of ethanol/water, were obtained, having m.p. 66°-67° C. Yield: 50.5% of theoretical. Starting materials: OO (Hydrogen peroxide), FC(COC1=NC=C(C=C1C(F)(F)F)B1OC(C(O1)(C)C)(C)C)(C(F)F)F (2-(2,2,3,3-tetrafluoropropoxy)-5-(4,4,5,5-tetramethyl-1,3,2-dioxaborolan-2-yl)-3-(trifluoromethyl)pyridine). Run in CO (methanol). Reaction conditions: time 3 hour. Yields the product FC(COC1=C(C=C(C=N1)O)C(F)(F)F)(C(F)F)F (6-(2,2,3,3-Tetrafluoropropoxy)-5-(trifluoromethyl)pyridin-3-ol). Yield: 91.2%. Reaction SMILES: [OH:1]O.[F:3][C:4]([F:29])([CH:26]([F:28])[F:27])[CH2:5][O:6][C:7]1[C:12]([C:13]([F:16])([F:15])[F:14])=[CH:11][C:10](B2OC(C)(C)C(C)(C)O2)=[CH:9][N:8]=1>CO>[F:3][C:4]([F:29])([CH:26]([F:28])[F:27])[CH2:5][O:6][C:7]1[N:8]=[CH:9][C:10]([OH:1])=[CH:11][C:12]=1[C:13]([F:16])([F:15])[F:14]. Procedure details: Hydrogen peroxide (1.29 mL, 13.33 mmol, 35% solution) was added to a solution of 2-(2,2,3,3-tetrafluoropropoxy)-5-(4,4,5,5-tetramethyl-1,3,2-dioxaborolan-2-yl)-3-(trifluoromethyl)pyridine (Preparation 261, 4.45 g, 11.04 mmol) in methanol (50 mL) at 0° C. (ice-bath) and the reaction mixture was allowed to warm to room temperature. After 3 hours, the reaction was quenched with 1M solution of sodium thiosulfate and then methanol was removed in vacuo. The residue was partitioned between ethyl acetat... Reactants: 18s, C1(=CC=CC=C1)P(C1=CC=CC=C1)C1=CC=CC=C1 (triphenylphosphine), CCOC(=O)/N=N/C(=O)OCC (DEAD), N1(CCC2=CC=CC=C12)C(CN1C[C@@H](OCC1)COC1=NC=CC=C1)=O ((R)-1-(Indolin-1-yl)-2-(2-((pyridin-2-yloxy)methyl)morpholino)ethanone), C1(=CC=CC=C1)O (phenol). Solvent: C1CCOC1 (THF). The product is N1(CCC2=CC=CC=C12)CCN1C[C@H](OCC1)COC1=CC=CC=C1 ((S)-4-(2-(Indolin-1-yl)ethyl)-2-(phenoxymethyl)morpholine). Isolated yield 41.4%. RXN SMILES: [N:1]1([C:10](=O)[CH2:11][N:12]2[CH2:17][CH2:16][O:15][C@@H:14]([CH2:18][O:19][C:20]3[CH:25]=[CH:24][CH:23]=[CH:22]N=3)[CH2:13]2)[C:9]2[C:4](=[CH:5][CH:6]=[CH:7][CH:8]=2)[CH2:3][CH2:2]1.[C:27]1(O)C=CC=CC=1.C1(P(C2C=CC=CC=2)C2C=CC=CC=2)C=CC=CC=1.CCOC(/N=N/C(OCC)=O)=O>C1COCC1>[N:1]1([CH2:10][CH2:11][N:12]2[CH2:17][CH2:16][O:15][C@H:14]([CH2:18][O:19][C:20]3[CH:27]=[CH:22][CH:23]=[CH:24][CH:25]=3)[CH2:13]2)[C:9]2[C:4](=[CH:5][CH:6]=[CH:7][CH:8]=2)[CH2:3][CH2:2]1. Procedure details: Compound 19s was synthesised by essentially the same procedure as compound 18s (Example 16), using compound 51 (Example 12; 52 mg, 0.2 mmol), phenol (28 mg, 0.3 mmol), triphenylphosphine (78 mg, 0.3 mmol), DEAD (0.05 ml, 0.3 mmol), THF (1 ml). The crude residue was purified twice by flash chromatography to afford the title compound as a colourless oil (28 mg; 41%). Analyses were performed on the free base, and it was converted to the HCl salt for testing. The reactants are C(C)[C@@H]1N(CCCC1CO)C(CC=1SC=CC1)=O ((S)-ethyl 1-(2-thiopheneacetyl)-3-hydroxymethylpiperidine), [Cr](=O)(=O)([O-])O[Cr](=O)(=O)[O-].[NH+]1=CC=CC=C1.[NH+]1=CC=CC=C1 (pyridinium dichromate). The solvent is ClCCl (dichloromethane). Conditions: time 5 hour. The product is S1C(=CC=C1)CC(=O)N1C[C@H](CCC1)C=O ((S)-1-(2-thiopheneacetyl)-3-piperidinecarboxaldehyde). Isolated yield 32.6%. Reaction SMILES: C([C@H:3]1[CH:8]([CH2:9][OH:10])[CH2:7][CH2:6][CH2:5][N:4]1[C:11](=[O:18])[CH2:12][C:13]1[S:14][CH:15]=[CH:16][CH:17]=1)C.[Cr](O[Cr]([O-])(=O)=O)([O-])(=O)=O.[NH+]1C=CC=CC=1.[NH+]1C=CC=CC=1>ClCCl>[S:14]1[CH:15]=[CH:16][CH:17]=[C:13]1[CH2:12][C:11]([N:4]1[CH2:5][CH2:6][CH2:7][C@H:8]([CH:9]=[O:10])[CH2:3]1)=[O:18] |f:1.2.3|. Procedure: (S)-ethyl 1-(2-thiopheneacetyl)-3-hydroxymethylpiperidine (180.4 ml; 0.75 mmol) was dissolved in dichloromethane (20 ml). Crushed molecular sieves (0.25 g), and commercially available pyridinium dichromate (331.2 mg; 0.88 mmol) were added and the mixture was allowed to stir at ambient temperature for 5 hours. The mixture was then filtered through celite, washed with decolorizing carbon, filtered again and then evaporated under reduced pressure at ambient temperature. Crude product was purified b... The reactants are CC(=O)O, Cc1ccnc(C)c1, OO. Product: Cc1cc[n+]([O-])c(C)c1. As a reaction SMILES: [CH3:11][C:12](=[O:13])[OH:14].[CH3:1][c:2]1[n:3][cH:4][cH:5][c:6]([CH3:8])[cH:7]1.[OH:9][OH:10]>>[CH3:1][c:2]1[n+:3]([O-:9])[cH:4][cH:5][c:6]([CH3:8])[cH:7]1.